This data is from the Open Reaction Database (ORD), a public repository of structured organic reaction records. The task is: describe an organic reaction: reactants, conditions, products, and yield The reactants are C, CCOC(C)=O, O=[N+]([O-])c1ccc(O)cc1F, C1CCOC1, [Pd]. Product: Nc1ccc(O)cc1F. RXN SMILES: [C:23].[CH3:12][CH2:13][O:14][C:15](=[O:16])[CH3:17].[F:1][c:2]1[cH:3][c:4]([OH:11])[cH:5][cH:6][c:7]1[N+:8]([O-:9])=[O:10].[O:18]1[CH2:19][CH2:20][CH2:21][CH2:22]1.[Pd:24]>>[F:1][c:2]1[cH:3][c:4]([OH:11])[cH:5][cH:6][c:7]1[NH2:8]. Yields the product BrC=1C=C(C=CC1)N1NC(N(C(C1)=O)C)=O (Dihydro-1-(3-bromophenyl)-4-methyl-1,2,4-triazine-3,5-(2H,4H)-dione). The solvent is C(C)#N (acetonitrile). RXN SMILES: [Br:1][C:2]1[CH:3]=[C:4]([N:8]([CH2:10][C:11]([O:13]C)=O)[NH2:9])[CH:5]=[CH:6][CH:7]=1.[CH3:15][N:16]=[C:17]=[O:18]>C(#N)C>[Br:1][C:2]1[CH:3]=[C:4]([N:8]2[CH2:10][C:11](=[O:13])[N:16]([CH3:15])[C:17](=[O:18])[NH:9]2)[CH:5]=[CH:6][CH:7]=1. Run at time 1 hour. Procedure details: A solution of methyl [1-(3-bromophenyl)hydrazino]acetate (2.5 g) and methyl isocyanate (1.46 ml) in acetonitrile (20 ml) was heated under reflux for 2 h. The solvent was removed in vacuo and methanol (20 ml) was added to the residue which was then treated with a solution of sodium methoxide in methanol (30 ml; from 556 mg of sodium). After 1 h at 20° the solution was neutralised with acetic and the solvent was removed in vacuo. The residue was taken into ethyl acetate (250 ml), washed with pH 6 ... Starting materials: BrC=1C=C(C=CC1)N(N)CC(=O)OC (methyl [1-(3-bromophenyl)hydrazino]acetate), CN=C=O (methyl isocyanate). Reactants: CN(C)C=O, O=C(c1ccc2[nH]c(C(=O)N3CCOCC3)cc2c1)N1CCN(C2CCCC2)CC1, BrCC1CC1, [H-], [Na+]. Yields the product O=C(c1ccc2c(c1)cc(C(=O)N1CCOCC1)n2CC1CC1)N1CCN(C2CCCC2)CC1. As a reaction SMILES: [CH3:38][N:39]([CH3:40])[CH:41]=[O:42].[CH:1]1([N:6]2[CH2:7][CH2:8][N:9]([C:12](=[O:13])[c:14]3[cH:15][c:16]4[cH:17][c:18]([C:23](=[O:24])[N:25]5[CH2:26][CH2:27][O:28][CH2:29][CH2:30]5)[nH:19][c:20]4[cH:21][cH:22]3)[CH2:10][CH2:11]2)[CH2:2][CH2:3][CH2:4][CH2:5]1.[CH:33]1([CH2:36][Br:37])[CH2:34][CH2:35]1.[H-:31].[Na+:32]>>[CH:1]1([N:6]2[CH2:7][CH2:8][N:9]([C:12](=[O:13])[c:14]3[cH:15][c:16]4[cH:17][c:18]([C:23](=[O:24])[N:25]5[CH2:26][CH2:27][O:28][CH2:29][CH2:30]5)[n:19]([CH2:36][CH:33]5[CH2:34][CH2:35]5)[c:20]4[cH:21][cH:22]3)[CH2:10][CH2:11]2)[CH2:2][CH2:3][CH2:4][CH2:5]1. The reactants are ClC=1C(=C(C=O)C(=CC1)F)C(F)(F)F (3-Chloro-6-fluoro-2-(trifluoromethyl)benzaldehyde), FCC(CC(=O)OC)=O (methyl 4-fluoro-3-oxobutanoate), NC(=CC(=O)OC(C)C)C (1-methylethyl 3-amino-2-butenoate). Conditions: time 1.5 hour. The product is ClC=1C(=C(C(=CC1)F)C1C(=C(NC(=C1C(=O)OC(C)C)C)CF)C(=O)OC)C(F)(F)F (3-Methyl 5-(1-methylethyl) 4-(3-chloro-6-fluoro-2-(trifluoromethyl)phenyl)-2-(fluoromethyl)-1,4-dihydro-6-methyl-3,5-pyridinedicarboxylate). Isolated yield 7.5%. RXN SMILES: [Cl:1][C:2]1[C:3]([C:11]([F:14])([F:13])[F:12])=[C:4]([C:7]([F:10])=[CH:8][CH:9]=1)[CH:5]=O.[F:15][CH2:16][C:17](=O)[CH2:18][C:19]([O:21][CH3:22])=[O:20].[NH2:24][C:25]([CH3:33])=[CH:26][C:27]([O:29][CH:30]([CH3:32])[CH3:31])=[O:28]>>[Cl:1][C:2]1[C:3]([C:11]([F:14])([F:13])[F:12])=[C:4]([CH:5]2[C:26]([C:27]([O:29][CH:30]([CH3:32])[CH3:31])=[O:28])=[C:25]([CH3:33])[NH:24][C:17]([CH2:16][F:15])=[C:18]2[C:19]([O:21][CH3:22])=[O:20])[C:7]([F:10])=[CH:8][CH:9]=1. Procedure details: 3-Chloro-6-fluoro-2-(trifluoromethyl)benzaldehyde (1.3 g, 5.7 mmoles), methyl 4-fluoro-3-oxobutanoate (0.77 g, 5.7 mmoles) and 1-methylethyl 3-amino-2-butenoate (0.82 g, 5.7 mmoles) were heated under nitrogen with stirring for 1.5 hours at 90°, followed by 1.5 hours at 100° and then 1 hour at 110°. The cooled reaction mixture was chromatographed twice on silica first using methylene chloride as eluent and then toluene/ethyl acetate mixtures. The title compound (0.2 g) was obtained after crystall... Starting materials: ClC1=CC=C(C=NN(C(=N)N(C)N=CC2=CC=C(C=C2)Cl)C)C=C1 (1,3-bis(p-chlorobenzylideneamino)-1,3-dimethylguanidine), C(C)(=O)OC(C)=O (acetic anhydride). Yields the product C(C)(=O)N=C(N(C)N=CC1=CC=C(C=C1)Cl)N(C)N=CC1=CC=C(C=C1)Cl (2-acetyl-1,3-bis(4-chlorobenzylideneamino)-1,3-dimethylguanidine). Reaction SMILES: [Cl:1][C:2]1[CH:24]=[CH:23][C:5]([CH:6]=[N:7][N:8]([CH3:22])[C:9]([N:11]([N:13]=[CH:14][C:15]2[CH:20]=[CH:19][C:18]([Cl:21])=[CH:17][CH:16]=2)[CH3:12])=[NH:10])=[CH:4][CH:3]=1.[C:25](OC(=O)C)(=[O:27])[CH3:26]>>[C:25]([N:10]=[C:9]([N:11]([N:13]=[CH:14][C:15]1[CH:16]=[CH:17][C:18]([Cl:21])=[CH:19][CH:20]=1)[CH3:12])[N:8]([N:7]=[CH:6][C:5]1[CH:23]=[CH:24][C:2]([Cl:1])=[CH:3][CH:4]=1)[CH3:22])(=[O:27])[CH3:26]. Procedure: When 1,3-bis(p-chlorobenzylideneamino)-1,3-dimethylguanidine free base is submitted to the above reaction conditions with acetic anhydride, there is obtained the corresponding 2-acetyl-1,3-bis(4-chlorobenzylideneamino)-1,3-dimethylguanidine.